Dataset: the Open Reaction Database (ORD), a public repository of structured organic reaction records. Task: describe an organic reaction: reactants, conditions, products, and yield The reactants are CC(=O)c1cccc(Br)n1, CO, Cl, O=C(O)C(F)(F)F, NO, O, c1ccncc1. The product is CC(=NO)c1cccc(Br)n1. As a reaction SMILES: [C:1]([CH3:2])(=[O:3])[c:4]1[n:5][c:6]([Br:10])[cH:7][cH:8][cH:9]1.[CH3:28][OH:29].[ClH:11].[F:14][C:15]([F:16])([F:17])[C:18]([OH:19])=[O:20].[NH2:12][OH:13].[OH2:27].[cH:21]1[cH:22][cH:23][n:24][cH:25][cH:26]1>>[C:1]([CH3:2])([c:4]1[n:5][c:6]([Br:10])[cH:7][cH:8][cH:9]1)=[N:12][OH:13]. The reactants are Cl.C(C)(C)(C)OC(=O)N1CCNCC1 (piperazine-1-carboxylic acid tert-butyl ester hydrochloride), BrC=1C=CC(=NC1)F (5-bromo-2-fluoropyridine), C1=CC=C(C=C1)P(C2=CC=CC=C2)C3=C(C4=CC=CC=C4C=C3)C5=C(C=CC6=CC=CC=C65)P(C7=CC=CC=C7)C8=CC=CC=C8 ((R)-2,2′-bis(diphenylphosphino)-1, 1′-binaphthyl), C([O-])([O-])=O.[Cs+].[Cs+] (cesium carbonate). The reagents and catalysts are C(C)(=O)[O-].[Pd+2].C(C)(=O)[O-] (palladium acetate). Run in CCCCCC (n-hexane), O (water), CCOC(=O)C (AcOEt), C1(=CC=CC=C1)C (toluene). Reaction conditions: temperature 80 celsius, time 7 hour. Yields the product C(C)(C)(C)OC(=O)N1CCN(CC1)C=1C=NC(=CC1)F (4-(6-Fluoro-pyridin-3-yl)-piperazine-1-carboxylic acid tert-butyl ester). Yield: 43.0%. Reaction SMILES: Cl.[C:2]([O:6][C:7]([N:9]1[CH2:14][CH2:13][NH:12][CH2:11][CH2:10]1)=[O:8])([CH3:5])([CH3:4])[CH3:3].Br[C:16]1[CH:17]=[CH:18][C:19]([F:22])=[N:20][CH:21]=1.C1C=CC(P(C2C=CC3C(=CC=CC=3)C=2C2C3C(=CC=CC=3)C=CC=2P(C2C=CC=CC=2)C2C=CC=CC=2)C2C=CC=CC=2)=CC=1.C(=O)([O-])[O-].[Cs+].[Cs+]>C1(C)C=CC=CC=1.C([O-])(=O)C.[Pd+2].C([O-])(=O)C.CCOC(C)=O.CCCCCC.O>[C:2]([O:6][C:7]([N:9]1[CH2:14][CH2:13][N:12]([C:16]2[CH:21]=[N:20][C:19]([F:22])=[CH:18][CH:17]=2)[CH2:11][CH2:10]1)=[O:8])([CH3:5])([CH3:3])[CH3:4] |f:0.1,4.5.6,8.9.10|. Procedure details: A suspension of piperazine-1-carboxylic acid tert-butyl ester hydrochloride (0.75 mmol), 5-bromo-2-fluoropyridine (0.90 mmol), (R)-2,2′-bis(diphenylphosphino)-1, 1′-binaphthyl (0.038 mmol), palladium acetate (0.038 mmol) and cesium carbonate (1.8 mmol) in toluene is stirred at 80° C. for 7 h and then 100° C. for 4 h, and poured into water. The mixture is extracted with AcOEt. The organic layer is washed with water, dried over magnesium sulfate, and concentrated. The crude product is purified by ...